Dataset: the Open Reaction Database (ORD), a public repository of structured organic reaction records. Task: describe an organic reaction: reactants, conditions, products, and yield Starting materials: FC1=CC=C(C=N1)C1=CC(N(C1)C(=O)OC(C)(C)C)=O (tert-butyl 4-(6-fluoropyridin-3-yl)-2-oxo-2,5-dihydro-1H-pyrrole-1-carboxylate), C(=O)(C(F)(F)F)O (TFA). Run in C(Cl)Cl (DCM). Reaction conditions: time 1 hour. Yields the product FC1=CC=C(C=N1)C1=CC(NC1)=O (4-(6-fluoropyridin-3-yl)-1H-pyrrol-2(5H)-one). Reaction SMILES: [F:1][C:2]1[N:7]=[CH:6][C:5]([C:8]2[CH2:12][N:11](C(OC(C)(C)C)=O)[C:10](=[O:20])[CH:9]=2)=[CH:4][CH:3]=1.C(O)(C(F)(F)F)=O>C(Cl)Cl>[F:1][C:2]1[N:7]=[CH:6][C:5]([C:8]2[CH2:12][NH:11][C:10](=[O:20])[CH:9]=2)=[CH:4][CH:3]=1. Reported procedure: To tert-butyl 4-(6-fluoropyridin-3-yl)-2-oxo-2,5-dihydro-1H-pyrrole-1-carboxylate (315 mg, 1.132 mmol) in DCM (4 mL) was added TFA (1 mL, 12.98 mmol). The reaction mixture was stirred at room temperature for 1 h. Reaction mixture was evaporated. Azeotrope with toluene (x=3) yielding 4-(6-fluoropyridin-3-yl)-1H-pyrrol-2(5H)-one. Proceed for next step. LCMS (m/z): 179.2 (MH+), 0.373 min. The crude yield was quantitative. The reactants are NC1=CC(=NN1C1=C(C=C(C=C1Cl)C(F)(F)F)Cl)C(F)(F)F (5-amino-1-(2,6-dichloro-4-trifluoromethylphenyl)-3-trifluoromethylpyrazole), BrN1C(CCC1=O)=O (N-bromosuccinimide), BrN1C(CCC1=O)=O (N-bromosuccinimide). Run in C(Cl)(Cl)(Cl)Cl (carbon tetrachloride). Run at time 1 hour. Product: NC1=C(C(=NN1C1=C(C=C(C=C1Cl)C(F)(F)F)Cl)C(F)(F)F)Br (5-amino-4-bromo-1-(2,6-dichloro-4-trifluoromethylphenyl)-3-trifluoromethylpyrazole), crystals. As a reaction SMILES: [NH2:1][C:2]1[N:6]([C:7]2[C:12]([Cl:13])=[CH:11][C:10]([C:14]([F:17])([F:16])[F:15])=[CH:9][C:8]=2[Cl:18])[N:5]=[C:4]([C:19]([F:22])([F:21])[F:20])[CH:3]=1.[Br:23]N1C(=O)CCC1=O>C(Cl)(Cl)(Cl)Cl>[NH2:1][C:2]1[N:6]([C:7]2[C:8]([Cl:18])=[CH:9][C:10]([C:14]([F:15])([F:16])[F:17])=[CH:11][C:12]=2[Cl:13])[N:5]=[C:4]([C:19]([F:22])([F:21])[F:20])[C:3]=1[Br:23]. Reported procedure: A mixture of 5-amino-1-(2,6-dichloro-4-trifluoromethylphenyl)-3-trifluoromethylpyrazole (3.64 g) and N-bromosuccinimide (1.78 g) in carbon tetrachloride (30 ml ) was stirred and heated under reflux for 1 hour. Further N-bromosuccinimide (0.89 g) was added, and reflux was continued for a further 1 hour. The mixture was cooled, filtered, and the filtrate was evaporated in vacuo to give an orange solid. Recrystallization from petroleum ether gave 5-amino-4-bromo-1-(2,6-dichloro-4-trifluoromethylphe... The product is Cc1c(C=NNC(=O)CC#N)[n+]([O-])c2ccccc2[n+]1[O-]. Reaction SMILES: [C:16](#[N:17])[CH2:18][C:19](=[O:20])[NH:21][NH2:22].[CH3:23][N:24]([CH3:25])[CH:26]=[O:27].[CH3:28][CH2:29][OH:30].[CH:1](=[O:2])[c:3]1[n+:4]([O-:15])[c:5]2[cH:6][cH:7][cH:8][cH:9][c:10]2[n+:11]([O-:14])[c:12]1[CH3:13]>>[CH:1]([c:3]1[n+:4]([O-:15])[c:5]2[cH:6][cH:7][cH:8][cH:9][c:10]2[n+:11]([O-:14])[c:12]1[CH3:13])=[N:22][NH:21][C:19]([CH2:18][C:16]#[N:17])=[O:20]. The reactants are N#CCC(=O)NN, CN(C)C=O, CCO, Cc1c(C=O)[n+]([O-])c2ccccc2[n+]1[O-]. The reactants are S(=S)(=O)([O-])[O-].[Na+].[Na+] (sodium thiosulfate), C(CCC)OCCOC1=CC=C(C=C1)C=1C=CC2=C(C=C(CCN2CC(C)C)C(=O)NC2=CC(=C(C=C2)SCC2=NC=CC(=C2)OCC)C)C1 (7-[4-(2-butoxyethoxy)phenyl]-N-[3-methyl-4-[[(4-ethoxy-2-pyridinyl)methyl]sulfanyl]phenyl]-1-isobutyl-2,3-dihydro-1-benzazepine-4-carboxamide), ClC1=CC(=CC=C1)C(=O)OO (m-chloroperbenzoic acid). The solvent is C(Cl)Cl (methylene chloride), C(Cl)Cl (methylene chloride). Conditions: time 15 minute. Product: C(CCC)OCCOC1=CC=C(C=C1)C=1C=CC2=C(C=C(CCN2CC(C)C)C(=O)NC2=CC(=C(C=C2)S(=O)CC2=NC=CC(=C2)OCC)C)C1 (7-[4-(2-butoxyethoxy)phenyl]-N-[3-methyl-4-[[(4-ethoxy-2-pyridinyl)methyl]sulfinyl]phenyl]-1-isobutyl-2,3-dihydro-1-benzazepine-4-carboxamide). Yield: 18.4%. As a reaction SMILES: [CH2:1]([O:5][CH2:6][CH2:7][O:8][C:9]1[CH:14]=[CH:13][C:12]([C:15]2[CH:16]=[CH:17][C:18]3[N:24]([CH2:25][CH:26]([CH3:28])[CH3:27])[CH2:23][CH2:22][C:21]([C:29]([NH:31][C:32]4[CH:37]=[CH:36][C:35]([S:38][CH2:39][C:40]5[CH:45]=[C:44]([O:46][CH2:47][CH3:48])[CH:43]=[CH:42][N:41]=5)=[C:34]([CH3:49])[CH:33]=4)=[O:30])=[CH:20][C:19]=3[CH:50]=2)=[CH:11][CH:10]=1)[CH2:2][CH2:3][CH3:4].ClC1C=CC=C(C(OO)=[O:59])C=1.S([O-])([O-])(=O)=S.[Na+].[Na+]>C(Cl)Cl>[CH2:1]([O:5][CH2:6][CH2:7][O:8][C:9]1[CH:10]=[CH:11][C:12]([C:15]2[CH:16]=[CH:17][C:18]3[N:24]([CH2:25][CH:26]([CH3:27])[CH3:28])[CH2:23][CH2:22][C:21]([C:29]([NH:31][C:32]4[CH:37]=[CH:36][C:35]([S:38]([CH2:39][C:40]5[CH:45]=[C:44]([O:46][CH2:47][CH3:48])[CH:43]=[CH:42][N:41]=5)=[O:59])=[C:34]([CH3:49])[CH:33]=4)=[O:30])=[CH:20][C:19]=3[CH:50]=2)=[CH:13][CH:14]=1)[CH2:2][CH2:3][CH3:4] |f:2.3.4|. Procedure details: To a solution of 7-[4-(2-butoxyethoxy)phenyl]-N-[3-methyl-4-[[(4-ethoxy-2-pyridinyl)methyl]sulfanyl]phenyl]-1-isobutyl-2,3-dihydro-1-benzazepine-4-carboxamide (0.17 g) in methylene chloride (5.1 ml) was added dropwise a solution of m-chloroperbenzoic acid (55 mg) in methylene chloride (3.4 ml) at −78° C., and the mixture was stirred for 15 minutes. To the reaction mixture was added an aqueous solution of saturated sodium thiosulfate, and the mixture was extracted with ethyl acetate. The organic ... The reactants are COC(=O)C=1C=C(CO)C=CC1 (m-methoxycarbonylbenzyl alcohol), C(C)(C)N=C=NC(C)C (N,N'-diisopropylcarbodiimide), cuprous chloride. Run in CCCCCC (hexane). Product: C(C)(C)NC(OCC1=CC(=CC=C1)C(=O)OC)=NC(C)C (N,N'-diisopropyl-O-(m-methoxycarbonylbenzyl)-isourea). The yield is 95.7%. RXN SMILES: [CH3:1][O:2][C:3]([C:5]1[CH:6]=[C:7]([CH:10]=[CH:11][CH:12]=1)[CH2:8][OH:9])=[O:4].[CH:13]([N:16]=[C:17]=[N:18][CH:19]([CH3:21])[CH3:20])([CH3:15])[CH3:14]>CCCCCC>[CH:19]([NH:18][C:17](=[N:16][CH:13]([CH3:15])[CH3:14])[O:9][CH2:8][C:7]1[CH:10]=[CH:11][CH:12]=[C:5]([C:3]([O:2][CH3:1])=[O:4])[CH:6]=1)([CH3:21])[CH3:20]. Reported procedure: A mixture of 4.75 g (28.6 mmols) of m-methoxycarbonylbenzyl alcohol and 3.6 g (28.6 mmols) of N,N'-diisopropylcarbodiimide was stirred with 50 mg (0.51 mmols) of cuprous chloride at room temperature for 24 hours. The reaction was then diluted with 10 ml of hexane and eluted through a short column of neutral alumina with 20% ethyl acetate-hexane to give 8.0 g (96%) of N,N'-diisopropyl-O-(m-methoxycarbonylbenzyl)-isourea as a colorless oil.